Dataset: the Open Reaction Database (ORD), a public repository of structured organic reaction records. Task: describe an organic reaction: reactants, conditions, products, and yield Yields the product Cc1cccc(CC2CCc3[nH]c(C(=O)O)cc32)c1. The reactants are C1CCOC1, COC(=O)c1cc2c([nH]1)CCC2Cc1cccc(C)c1, CO, [Li+], [OH-]. RXN SMILES: [CH2:25]1[O:26][CH2:27][CH2:28][CH2:29]1.[CH3:1][c:2]1[cH:3][c:4]([CH2:5][CH:6]2[CH2:7][CH2:8][c:9]3[nH:10][c:11]([C:14](=[O:15])[O:16][CH3:17])[cH:12][c:13]32)[cH:18][cH:19][cH:20]1.[CH3:23][OH:24].[Li+:21].[OH-:22]>>[CH3:1][c:2]1[cH:3][c:4]([CH2:5][CH:6]2[CH2:7][CH2:8][c:9]3[nH:10][c:11]([C:14](=[O:15])[OH:16])[cH:12][c:13]32)[cH:18][cH:19][cH:20]1. The reactants are N[C@@H](C(C)C)C(=O)NCC(=O)O (L-valyl-glycine), [OH-].[Na+] (NaOH), [OH-].[Na+] (NaOH), 1, C(C1=CC=CC=C1)(=O)Cl (benzoyl chloride). The solvent is O (water). Reaction conditions: time 90 minute. The product is C(C1=CC=CC=C1)(=O)N[C@@H](C(C)C)C(=O)NCC(=O)O (Benzoyl-L-valyl-glycine). Reaction SMILES: [NH2:1][C@H:2]([C:6]([NH:8][CH2:9][C:10]([OH:12])=[O:11])=[O:7])[CH:3]([CH3:5])[CH3:4].[OH-].[Na+].[C:15](Cl)(=[O:22])[C:16]1[CH:21]=[CH:20][CH:19]=[CH:18][CH:17]=1>O>[C:15]([NH:1][C@H:2]([C:6]([NH:8][CH2:9][C:10]([OH:12])=[O:11])=[O:7])[CH:3]([CH3:5])[CH3:4])(=[O:22])[C:16]1[CH:21]=[CH:20][CH:19]=[CH:18][CH:17]=1 |f:1.2|. Procedure: To a solution of L-valyl-glycine (1.0 g. 5.74 mmol) in 1 N NaOH (4.74 ml, 5.74 mmol) cooled to -5° C., 6.89 ml (689 mmol) of 1N NaOH and 968 1 (6.89 mmol) of benzoyl chloride were alternately stirred in for 30 minutes. After 90 minutes, the reaction mixture was diluted with water and washed with diethyl ether. The product was isolated by precipitation in the aqueous layer which was acidified to pH 1.5. The precipitate was then washed with diluted HCl, water, and ether. Recrystallization from wat... Starting materials: COC(OC)N(C)C, CC(C)(C)NS(=O)(=O)c1cnc(N)nc1O, CN(C)C=O. The product is CN(C)C=Nc1ncc(S(=O)(=O)NC(C)(C)C)c(O)n1. RXN SMILES: [CH3:1][O:2][CH:3]([N:4]([CH3:5])[CH3:6])[O:7][CH3:8].[NH2:9][c:10]1[n:11][cH:12][c:13]([S:17](=[O:18])(=[O:19])[NH:20][C:21]([CH3:22])([CH3:23])[CH3:24])[c:14]([OH:16])[n:15]1.[O:25]=[CH:26][N:27]([CH3:28])[CH3:29]>>[CH:3]([N:4]([CH3:5])[CH3:6])=[N:9][c:10]1[n:11][cH:12][c:13]([S:17](=[O:18])(=[O:19])[NH:20][C:21]([CH3:22])([CH3:23])[CH3:24])[c:14]([OH:16])[n:15]1. Starting materials: M-indole, C1=CC=CC2=NC=C3C=CC=CC3=C12 (phenanthridine), ClC(=O)OC (methyl chloroformate), N1C=CC2=CC=CC=C12 (indole). Yields the product COC(=O)N1C=2C=CC=CC2C2=CC=CC=C2C1C1=CNC2=CC=CC=C12 (6-(1H-Indol-3-yl)-6H-phenanthridine-5-carboxylic acid methyl ester). RXN SMILES: [CH:1]1[C:14]2[C:5](=[N:6][CH:7]=[C:8]3[C:13]=2[CH:12]=[CH:11][CH:10]=[CH:9]3)[CH:4]=[CH:3][CH:2]=1.Cl[C:16]([O:18][CH3:19])=[O:17].[NH:20]1[C:28]2[C:23](=[CH:24][CH:25]=[CH:26][CH:27]=2)[CH:22]=[CH:21]1>>[CH3:19][O:18][C:16]([N:6]1[CH:7]([C:22]2[C:23]3[C:28](=[CH:27][CH:26]=[CH:25][CH:24]=3)[NH:20][CH:21]=2)[C:8]2[C:13](=[CH:12][CH:11]=[CH:10][CH:9]=2)[C:14]2[CH:1]=[CH:2][CH:3]=[CH:4][C:5]1=2)=[O:17]. Procedure: 6-(1H-Indol-3-yl)-6H-phenanthridine-5-carboxylic acid methyl ester was prepared from phenanthridine, methyl chloroformate, and indole according to GP 2. Yield, 9%. (+)-ESI-MS: m/z=355 [M+H]+, 238 [M-indole+H]+. Yields the product BrC1=CC=C(C=C1)C1COCC1 ((±)-3-(4-Bromophenyl)tetrahydrofuran). The yield is 648.1%. RXN SMILES: [Br:1][C:2]1[CH:7]=[CH:6][C:5](B(O)O)=[CH:4][CH:3]=1.C[Si](C)(C)[N-][Si](C)(C)C.[Na+].N[C@@H]1C[CH2:26][CH2:25][CH2:24][C@H:23]1[OH:28].N#N.IC1CCOC1.Cl>CC(O)C.[Ni](I)I>[Br:1][C:2]1[CH:7]=[CH:6][C:5]([CH:25]2[CH2:24][CH2:23][O:28][CH2:26]2)=[CH:4][CH:3]=1 |f:1.2|. Solvent: CC(C)O (i-PrOH), CC(C)O (i-PrOH). Reported procedure: A mixture of 4-bromophenylboronic acid (1.7 g, 8.1 mmol), nickel iodide (102 mg, 0.32 mmol), solid sodium hexamethyldisilazide (1.6 g, 8.1 mmol) and trans-2-aminocyclohexanol (49.0 mg, 0.32 mmol) was sealed in a microwave vial, diluted with dry i-PrOH (7 mL), and evacuated/backfilled with N2 three times. The reaction mixture was stirred at room temperature for 5 minutes, treated with a solution of 3-iodotetrahydrofuran (800 mg, 4.04 mmol) in i-PrOH (1 mL) and evacuated/backfilled with N2. The re... Reactants: N#N (N2), IC1COCC1 (3-iodotetrahydrofuran), N#N (N2), Cl (HCl), BrC1=CC=C(C=C1)B(O)O (4-bromophenylboronic acid), C[Si]([N-][Si](C)(C)C)(C)C.[Na+] (sodium hexamethyldisilazide), N[C@H]1[C@@H](CCCC1)O (trans-2-aminocyclohexanol). Conditions: time 5 minute. The reagents and catalysts are [Ni](I)I (nickel iodide). The reactants are Cl.CN1C2=CC=CC=C2C=2[NH+]=C3C=CC=CC3=CC12 (10-methylquindolinium hydrochloride). Run in C(=O)([O-])[O-].[Na+].[Na+] (Na2CO3). Yields the product CN1C2=CC=CC=C2C=2N=C3C=CC=CC3=CC12 (10-methylquindoline). The yield is 45.5%. RXN SMILES: Cl.[CH3:2][N:3]1[C:19]2[CH:18]=[C:17]3[C:12]([CH:13]=[CH:14][CH:15]=[CH:16]3)=[NH+:11][C:10]=2[C:9]2[C:4]1=[CH:5][CH:6]=[CH:7][CH:8]=2>C([O-])([O-])=O.[Na+].[Na+]>[CH3:2][N:3]1[C:19]2[CH:18]=[C:17]3[C:12]([CH:13]=[CH:14][CH:15]=[CH:16]3)=[N:11][C:10]=2[C:9]2[C:4]1=[CH:5][CH:6]=[CH:7][CH:8]=2 |f:0.1,2.3.4|. Procedure details: The 10-methylquindolinium hydrochloride obtained above (250 mg, 0.9 mmol) was shaken with an aqueous 5% Na2CO3 solution (50 mL), extracted with ethyl ether (2×50 mL) and purified by HPLC (ethyl acetate-hexane 1:6) to give 100 mg (45.5%) of 10-methylquindoline; 1H NMR (CDCl3) δ 8.56 (d, J=7.6, H, H8), 8.34 (d, J=8.4, 1H, H4), 7.94 (d, J=8.0, 1H, H1), 7.85 (s, 1H, H11), 7.69-7.61 (m, 2H, H3 and H6), 7.56 (t, J=7.2, 1H, H2), 7.37 (d, J=8.4, 1H, H9), 7.33 (t, J=7.6, 1H, H7), 3.82 (s, 3H, CH3); 13C N... The reactants are [Si](C)(C)(C(C)(C)C)O[C@@H]1C=2C3=C(C(=NC2CC(C1)(C)C)C(C)C)[C@H](OC31CCCC1)C1=CC=C(C=C1)C(F)(F)F ((3′R,9′S)-9′-(tert-butyldimethylsilyloxy)-4′-isopropyl-7′,7′-dimethyl-3′-(4-(trifluoromethyl)phenyl)-6′,7′,8′,9′-tetrahydro-3′H-spiro[cyclopentane-1,1′-furo[3,4-c]quinoline]), ClC1=CC(=CC=C1)C(=O)OO (meta-chloroperbenzoic acid). Solvent: C(Cl)(Cl)Cl (chloroform). Conditions: time 18 hour. Yields the product [Si](C)(C)(C(C)(C)C)O[C@@H]1C=2C3=C(C(=[N+](C2CC(C1)(C)C)[O-])C(C)C)[C@H](OC31CCCC1)C1=CC=C(C=C1)C(F)(F)F ((3′R,9′S)-9′-(tert-butyldimethylsilyloxy)-4′-isopropyl-7′,7′-dimethyl-3′-(4-(trifluoromethyl)phenyl)-6′,7′,8′,9′-tetrahydro-3′H-spiro[cyclopentane-1,1′-furo[3,4-c]quinoline]5′-oxide). As a reaction SMILES: [Si:1]([O:8][C@H:9]1[CH2:18][C:17]([CH3:20])([CH3:19])[CH2:16][C:15]2[N:14]=[C:13]([CH:21]([CH3:23])[CH3:22])[C:12]3[C@@H:24]([C:31]4[CH:36]=[CH:35][C:34]([C:37]([F:40])([F:39])[F:38])=[CH:33][CH:32]=4)[O:25][C:26]4([CH2:30][CH2:29][CH2:28][CH2:27]4)[C:11]=3[C:10]1=2)([C:4]([CH3:7])([CH3:6])[CH3:5])([CH3:3])[CH3:2].ClC1C=CC=C(C(OO)=[O:49])C=1>C(Cl)(Cl)Cl>[Si:1]([O:8][C@H:9]1[CH2:18][C:17]([CH3:19])([CH3:20])[CH2:16][C:15]2[N+:14]([O-:49])=[C:13]([CH:21]([CH3:23])[CH3:22])[C:12]3[C@@H:24]([C:31]4[CH:32]=[CH:33][C:34]([C:37]([F:38])([F:39])[F:40])=[CH:35][CH:36]=4)[O:25][C:26]4([CH2:30][CH2:29][CH2:28][CH2:27]4)[C:11]=3[C:10]1=2)([C:4]([CH3:6])([CH3:7])[CH3:5])([CH3:2])[CH3:3]. Reported procedure: 280 mg (3′R,9′S)-9′-(tert-butyldimethylsilyloxy)-4′-isopropyl-7′,7′-dimethyl-3′-(4-(trifluoromethyl)phenyl)-6′,7′,8′,9′-tetrahydro-3′H-spiro[cyclopentane-1,1′-furo[3,4-c]quinoline] are dissolved in 5 ml chloroform and treated with 80 mg of meta-chloroperbenzoic acid (MCPBA) (<77%). The mixture is stirred for 18 hours and then partitioned between dichloromethane and a solution of sodium sulfite in water (5%). The organic phase is washed with saturated aqueous sodium bicarbonate and dried with sod... Reactants: O=S(=O)(c1cc(Br)c(Cl)cc1O)N1CCCCc2ccccc21, CC(C)(C)OC(=O)CCCBr, [K+], [K+], O=C([O-])[O-], CN(C)C=O. The product is CC(C)(C)OC(=O)CCCOc1cc(Cl)c(Br)cc1S(=O)(=O)N1CCCCc2ccccc21. RXN SMILES: [Br:1][c:2]1[cH:3][c:4]([S:10](=[O:11])(=[O:12])[N:13]2[c:14]3[c:15]([cH:20][cH:21][cH:22][cH:23]3)[CH2:16][CH2:17][CH2:18][CH2:19]2)[c:5]([OH:9])[cH:6][c:7]1[Cl:8].[Br:30][CH2:31][CH2:32][CH2:33][C:34](=[O:35])[O:36][C:37]([CH3:38])([CH3:39])[CH3:40].[K+:24].[K+:25].[O-:26][C:27]([O-:28])=[O:29].[O:41]=[CH:42][N:43]([CH3:44])[CH3:45]>>[Br:1][c:2]1[cH:3][c:4]([S:10](=[O:11])(=[O:12])[N:13]2[c:14]3[c:15]([cH:20][cH:21][cH:22][cH:23]3)[CH2:16][CH2:17][CH2:18][CH2:19]2)[c:5]([O:9][CH2:31][CH2:32][CH2:33][C:34](=[O:35])[O:36][C:37]([CH3:38])([CH3:39])[CH3:40])[cH:6][c:7]1[Cl:8]. The reactants are CC(C)(C)O, CCCCN, CN=C=Nc1ccccc1N1CCOCC1. Yields the product CCCCNC(=Nc1ccccc1N1CCOCC1)NC. Reaction SMILES: [C:22]([OH:23])([CH3:24])([CH3:25])[CH3:26].[CH2:17]([CH2:18][CH2:19][CH3:20])[NH2:21].[CH3:1][N:2]=[C:3]=[N:4][c:5]1[c:6]([N:11]2[CH2:12][CH2:13][O:14][CH2:15][CH2:16]2)[cH:7][cH:8][cH:9][cH:10]1>>[CH3:1][NH:2][C:3](=[N:4][c:5]1[c:6]([N:11]2[CH2:12][CH2:13][O:14][CH2:15][CH2:16]2)[cH:7][cH:8][cH:9][cH:10]1)[NH:21][CH2:17][CH2:18][CH2:19][CH3:20]. Reactants: OCC(CO)(CO)CO (pentaerythritol), C(CCCCCCCCCCCCCCCCC)(=O)O (stearic acid), C(CCC(=O)O)(=O)O (succinic acid), [Sn] (tin), [Sn] (tin). Conditions: time 3 hour. Yields the product C(CCCCCCCCCCCCCCCCC)(=O)O.C(CCC(=O)O)(=O)O.OCC(CO)(CO)CO (pentaerythritol succinate stearate). As a reaction SMILES: [OH:1][CH2:2][C:3]([CH2:8][OH:9])([CH2:6][OH:7])[CH2:4][OH:5].[C:10]([OH:29])(=[O:28])[CH2:11][CH2:12][CH2:13][CH2:14][CH2:15][CH2:16][CH2:17][CH2:18][CH2:19][CH2:20][CH2:21][CH2:22][CH2:23][CH2:24][CH2:25][CH2:26][CH3:27].[Sn].[C:31]([OH:38])(=[O:37])[CH2:32][CH2:33][C:34]([OH:36])=[O:35]>>[C:10]([OH:29])(=[O:28])[CH2:11][CH2:12][CH2:13][CH2:14][CH2:15][CH2:16][CH2:17][CH2:18][CH2:19][CH2:20][CH2:21][CH2:22][CH2:23][CH2:24][CH2:25][CH2:26][CH3:27].[C:31]([OH:38])(=[O:37])[CH2:32][CH2:33][C:34]([OH:36])=[O:35].[OH:1][CH2:2][C:3]([CH2:8][OH:9])([CH2:6][OH:7])[CH2:4][OH:5] |f:4.5.6,^3:29|. Procedure: 71.4 g (0.525 mole) pentaerythritol and 283.5 g (1.05 mole) technical stearic acid were heated with stirring for 30 minutes in a light vacuum to a temperature of 210° C. in the presence of 0.2 g tin powder. After reduction of the pressure to 12 mbar, the mixture was kept at 200° to 210° C. for 3 hours. The mixture was then cooled to 100° C. before 53.1 g (0.45 mole) succinic acid and 0.2 g tin powder were added. The mixture was then heated for 4 hours to 200°-210° C., while the pressure was slow...